Task: describe an organic reaction: reactants, conditions, products, and yield. Dataset: the Open Reaction Database (ORD), a public repository of structured organic reaction records Starting materials: CC1CC(NC2=C(C=C(C=C12)NC1=C(C=CC=C1)[N+](=O)[O-])C)=O (3,4-dihydro-4,8-dimethyl-6-[(N-2-nitrophenyl)-amino]-2-(1H)-quinolone), [H][H] (hydrogen), C (charcoal). The product is CC1CC(NC2=C(C=C(C=C12)NC1=C(C=CC=C1)N)C)=O (3,4-Dihydro-4,8-dimethyl-6-[(N-2-aminophenyl)-amino]-2-(1H)-quinolone). RXN SMILES: [CH3:1][CH:2]1[C:11]2[C:6](=[C:7]([CH3:22])[CH:8]=[C:9]([NH:12][C:13]3[CH:18]=[CH:17][CH:16]=[CH:15][C:14]=3[N+:19]([O-])=O)[CH:10]=2)[NH:5][C:4](=[O:23])[CH2:3]1.[H][H].C>>[CH3:1][CH:2]1[C:11]2[C:6](=[C:7]([CH3:22])[CH:8]=[C:9]([NH:12][C:13]3[CH:18]=[CH:17][CH:16]=[CH:15][C:14]=3[NH2:19])[CH:10]=2)[NH:5][C:4](=[O:23])[CH2:3]1. Procedure: This compound, m.p. 195°-199°, was prepared similarly to Preparation 17 using 3,4-dihydro-4,8-dimethyl-6-[(N-2-nitrophenyl)-amino]-2-(1H)-quinolone, hydrogen and palladised charcoal as starting materials. The product was characterised spectroscopically and used directly in Examples 13, 15 and 16 without further purification. The reactants are ClC1=NC2=CC(=C(C=C2N=C1C=CC1=CC=CC=C1)OC)OC (2-chloro-6,7-dimethoxy-3-styryl-quinoxaline), C(C)(C)(C)OC(=O)N1CCC(CC1)CCCN (4-(3-amino-propyl)-piperidine-1-carboxylic acid tert-butyl ester), C([O-])([O-])=O.[K+].[K+] (potassium carbonate). Solvent: CCOC(=O)C (EtOAc), CS(=O)C (DMSO). Yields the product C(C)(C)(C)OC(=O)N1CCC(CC1)CCCNC1=NC2=CC(=C(C=C2N=C1C=CC1=CC=CC=C1)OC)OC (4-[3-(6,7-dimethoxy-3-styryl-quinoxalin-2-ylamino)-propyl]-piperidine-1-carboxylic acid tert-butyl ester). Reaction SMILES: Cl[C:2]1[C:11]([CH:12]=[CH:13][C:14]2[CH:19]=[CH:18][CH:17]=[CH:16][CH:15]=2)=[N:10][C:9]2[C:4](=[CH:5][C:6]([O:22][CH3:23])=[C:7]([O:20][CH3:21])[CH:8]=2)[N:3]=1.[C:24]([O:28][C:29]([N:31]1[CH2:36][CH2:35][CH:34]([CH2:37][CH2:38][CH2:39][NH2:40])[CH2:33][CH2:32]1)=[O:30])([CH3:27])([CH3:26])[CH3:25].C(=O)([O-])[O-].[K+].[K+]>CS(C)=O.CCOC(C)=O>[C:24]([O:28][C:29]([N:31]1[CH2:36][CH2:35][CH:34]([CH2:37][CH2:38][CH2:39][NH:40][C:2]2[C:11]([CH:12]=[CH:13][C:14]3[CH:19]=[CH:18][CH:17]=[CH:16][CH:15]=3)=[N:10][C:9]3[C:4](=[CH:5][C:6]([O:22][CH3:23])=[C:7]([O:20][CH3:21])[CH:8]=3)[N:3]=2)[CH2:33][CH2:32]1)=[O:30])([CH3:27])([CH3:26])[CH3:25] |f:2.3.4|. Procedure: A mixture 2-chloro-6,7-dimethoxy-3-styryl-quinoxaline (see Kadin, S. B., Ger Offen., DE 2357186; 255 mg, 0.78 mmol), 4-(3-amino-propyl)-piperidine-1-carboxylic acid tert-butyl ester (see Egbertson, M, U.S. Pat. No. 5494921; 392 mg, 1.6 mmol) and potassium carbonate (220 mg, 1.6 mmol) was heated at 120° C. in DMSO (2 mL) for 17 h. After cooling to room temperature, the reaction mixture was diluted with EtOAc and washed with sat'd aq NaHCO3, sat'd aq NaCl, dried and concentrated under vacuum. The ... The solvent is CC(CCO)C (3-methyl 1-butanol). Procedure: A mixture of the product from step (ii) (1.79 g), 4-chloropyridine hydrochloride (1.50 g), sodium hydrogen carbonate (2.86 g) in 3-methyl 1-butanol (25 ml) was heated at reflux temperature for 16 hours. The cooled mixture was filtered and the filtrate concentrated in vacuo. Purification of the residue by flash chromatography on silica, eluting with methanol/dichloromethane (1:2 v/v) gave 4-acetylamino-1-(4-pyridyl)piperidine as a foam, 0.69 g: NMR(d6DMSO) δ 8.10(2H,d), 7.80(1H,bd), 6.80(2H,dd), ... As a reaction SMILES: Cl.[C:2]([NH:5][CH:6]1[CH2:11][CH2:10][NH:9][CH2:8][CH2:7]1)(=[O:4])[CH3:3].Cl.Cl[C:14]1[CH:19]=[CH:18][N:17]=[CH:16][CH:15]=1.C(=O)([O-])O.[Na+]>CC(C)CCO>[C:2]([NH:5][CH:6]1[CH2:11][CH2:10][N:9]([C:14]2[CH:19]=[CH:18][N:17]=[CH:16][CH:15]=2)[CH2:8][CH2:7]1)(=[O:4])[CH3:3] |f:0.1,2.3,4.5|. The reactants are Cl.C(C)(=O)NC1CCNCC1 (4-acetylaminopiperidine hydrochloride), Cl.ClC1=CC=NC=C1 (4-chloropyridine hydrochloride), C(O)([O-])=O.[Na+] (sodium hydrogen carbonate). The product is C(C)(=O)NC1CCN(CC1)C1=CC=NC=C1 (4-acetylamino-1-(4-pyridyl)piperidine). Starting materials: COC1=NC(=NC(=C1)OC)C1(OC(C=2C1=NC=CC2C=2OC=CC2)=O)O (7-(4,6-dimethoxypyrimidin-2-yl)-4-(2-furyl)-7-hydroxyfuro[3,4-b]pyridin-5(7H)one), CI (methyl iodide), CN(C=O)C (N,N-dimethylformamide), C([O-])([O-])=O.[K+].[K+] (potassium carbonate). The solvent is O (water). Yields the product COC1=NC(=NC(=C1)OC)C(=O)C1=C(C(=O)OC)C(=CC=N1)C=1OC=CC1 (methyl 2-(4,6-dimethoxypyrimidin-2-ylcarbonyl)-4-(2-furyl)nicotinate). Yield: 50.7%. RXN SMILES: [CH3:1][O:2][C:3]1[CH:8]=[C:7]([O:9][CH3:10])[N:6]=[C:5]([C:11]2([OH:26])[C:15]3=[N:16][CH:17]=[CH:18][C:19]([C:20]4[O:21][CH:22]=[CH:23][CH:24]=4)=[C:14]3[C:13](=[O:25])[O:12]2)[N:4]=1.[CH3:27]N(C)C=O.C(=O)([O-])[O-].[K+].[K+].CI>O>[CH3:1][O:2][C:3]1[CH:8]=[C:7]([O:9][CH3:10])[N:6]=[C:5]([C:11]([C:15]2[N:16]=[CH:17][CH:18]=[C:19]([C:20]3[O:21][CH:22]=[CH:23][CH:24]=3)[C:14]=2[C:13]([O:12][CH3:27])=[O:25])=[O:26])[N:4]=1 |f:2.3.4|. Procedure: 2.1 g of 7-(4,6-dimethoxypyrimidin-2-yl)-4-(2-furyl)-7-hydroxyfuro[3,4-b]pyridin-5(7H)one was weighed out, and 50 ml of N,N-dimethylformamide and 0.82 g of potassium carbonate were added thereto. The mixture was stirred at room temperature. 0.8 g of methyl iodide was added thereto dropwise, and the mixture was stirred at room temperature overnight, then poured into water and extracted 200 ml of ethyl acetate. The extract was washed with saturated aqueous sodium chloride solution and dried over a...